This data is from the Open Reaction Database (ORD), a public repository of structured organic reaction records. The task is: describe an organic reaction: reactants, conditions, products, and yield RXN SMILES: [OH:1][C:2]1([C:16]2[CH:21]=[CH:20][CH:19]=[C:18]([N:22]3[C:30]4[CH:29]=[C:28]([C:31]5[CH:32]=[N:33][N:34]([CH3:36])[CH:35]=5)[N:27]=[CH:26][C:25]=4[CH:24]=[N:23]3)[N:17]=2)[CH2:8][CH2:7][CH2:6][N:5](C(OC(C)(C)C)=O)[CH2:4][CH2:3]1.Cl>CO>[CH3:36][N:34]1[CH:35]=[C:31]([C:28]2[N:27]=[CH:26][C:25]3[CH:24]=[N:23][N:22]([C:18]4[N:17]=[C:16]([C:2]5([OH:1])[CH2:8][CH2:7][CH2:6][NH:5][CH2:4][CH2:3]5)[CH:21]=[CH:20][CH:19]=4)[C:30]=3[CH:29]=2)[CH:32]=[N:33]1. The solvent is CO (MeOH). Yields the product CN1N=CC(=C1)C1=CC2=C(C=N1)C=NN2C2=CC=CC(=N2)C2(CCNCCC2)O (4-(6-(6-(1-Methyl-1H-pyrazol-4-yl)-1H-pyrazolo[4,3-c]pyridin-1-yl)pyridin-2-yl)azepan-4-ol). Procedure: A solution of tert-butyl 4-hydroxy-4-(6-(6-(1-methyl-1H-pyrazol-4-yl)-1H-pyrazolo[4,3-c]pyridin-1-yl)pyridin-2-yl)azepane-1-carboxylate (200 mg, 0.41 mmol) in a solution of HCl in MeOH (2.0 M, 10 mL) was stirred at room temperature for 1 hour, which was monitored by LCMS. After completion of the reaction, the reaction mixture was concentrated under reduced pressure. The crude was purified by reverse phase preparative HPLC to afford 230 as a light yellow solid (30 mg, 31%). 1H NMR (500 MHz, CDCl3... Reactants: OC1(CCN(CCC1)C(=O)OC(C)(C)C)C1=NC(=CC=C1)N1N=CC=2C=NC(=CC21)C=2C=NN(C2)C (tert-butyl 4-hydroxy-4-(6-(6-(1-methyl-1H-pyrazol-4-yl)-1H-pyrazolo[4,3-c]pyridin-1-yl)pyridin-2-yl)azepane-1-carboxylate), Cl (HCl). Isolated yield 18.8%.